From a dataset of the Open Reaction Database (ORD), a public repository of structured organic reaction records. describe an organic reaction: reactants, conditions, products, and yield The reactants are C(C)(=O)Cl (Acetyl chloride), N1=CC=CC=C1 (pyridine), C(C)(=O)OC(C)=O (acetic anhydride), [OH-].[Na+] (sodium hydroxide), NC1=NNC2=C1C(=NC(=C2)NC(=O)N[C@H](C)C2=CC=CC=C2)C ((R)-1-(3-amino-4-methyl-1H-pyrazolo[4,3-c]pyridin-6-yl)-3-(1-phenylethyl)urea). Run in C(C)#N.O (ACN Water), ClCCl (Dichloromethane), O1CCCC1 (tetrahydrofuran). Conditions: temperature 50 celsius, time 1 hour. Yields the product CC1=NC(=CC2=C1C(=NN2)NC(C)=O)NC(=O)N[C@H](C)C2=CC=CC=C2 ((R)—N-(4-methyl-6-(3-(1-phenylethyl)ureido)-1H-pyrazolo[4,3-c]pyridin-3-yl)acetamide). Reaction SMILES: [NH2:1][C:2]1[C:6]2[C:7]([CH3:23])=[N:8][C:9]([NH:11][C:12]([NH:14][C@@H:15]([C:17]3[CH:22]=[CH:21][CH:20]=[CH:19][CH:18]=3)[CH3:16])=[O:13])=[CH:10][C:5]=2[NH:4][N:3]=1.N1C=CC=CC=1.[C:30](OC(=O)C)(=[O:32])[CH3:31].C(Cl)(=O)C.[OH-].[Na+]>C(#N)C.O.ClCCl.O1CCCC1>[CH3:23][C:7]1[C:6]2[C:2]([NH:1][C:30](=[O:32])[CH3:31])=[N:3][NH:4][C:5]=2[CH:10]=[C:9]([NH:11][C:12]([NH:14][C@@H:15]([C:17]2[CH:22]=[CH:21][CH:20]=[CH:19][CH:18]=2)[CH3:16])=[O:13])[N:8]=1 |f:4.5,6.7|. Procedure: A conical reaction vial was charged with (R)-1-(3-amino-4-methyl-1H-pyrazolo[4,3-c]pyridin-6-yl)-3-(1-phenylethyl)urea (101 mg, 0.325 mmol) and tetrahydrofuran (3000 μl) was injected. To the resulting solution was added pyridine (132 μl, 1.627 mmol) and acetic anhydride (95 μl, 1.009 mmol). The reaction was stirred for 1 hour and no conversion was observed. Acetyl chloride (116 μl, 1.627 mmol) was injected and the reaction became heterogenous. Dichloromethane (3 mL) was added to give a homogenou... The reactants are CC(=O)C.OS(=O)(=O)O.O=[Cr](=O)=O (Jones reagent), CC(=O)C (acetone), Br[C@@H]1C[C@H]([C@@H](C[C@@H]1O)C(=O)[O-])C1=C(C=CC=C1)Br ((1R,2R,4R,5S)-4-bromo-2-(2-bromophenyl)-5-hydroxycyclohexanecarboxylate). The solvent is O (water). Run at time 40 minute. Yields the product Br[C@@H]1C[C@H]([C@@H](CC1=O)C(=O)OC)C1=C(C=CC=C1)Br (methyl (1R,2R,4R)-4-bromo-2-(2-bromophenyl)-5-oxocyclohexanecarboxylate). RXN SMILES: [CH3:1]C(C)=O.OS(O)(=O)=O.O=[Cr](=O)=O.CC(C)=O.[Br:18][C@H:19]1[C@@H:24]([OH:25])[CH2:23][C@@H:22]([C:26]([O-:28])=[O:27])[C@H:21]([C:29]2[CH:34]=[CH:33][CH:32]=[CH:31][C:30]=2[Br:35])[CH2:20]1>O>[Br:18][C@H:19]1[C:24](=[O:25])[CH2:23][C@@H:22]([C:26]([O:28][CH3:1])=[O:27])[C@H:21]([C:29]2[CH:34]=[CH:33][CH:32]=[CH:31][C:30]=2[Br:35])[CH2:20]1 |f:0.1.2|. Procedure details: Freshly prepared Jones reagent (2.7 M, 7.0 mL) was added at 0° C. to an acetone (25 mL) solution of (1R,2R,4R,5S)-4-bromo-2-(2-bromophenyl)-5-hydroxycyclohexanecarboxylate (2.50 g, 6.38 mmol) with stirring at room temperature for 40 minutes. The mixture was then diluted with water and extracted with ether (3×). The combined extracts were washed with water, saturated aqueous sodium bicarbonate and brine solutions, and dried (Na2SO4). Concentration in vacuo gave methyl (1R,2R,4R)-4-bromo-2-(2-brom... Reactants: CC1=C(C=NC=C1)N1C(NCC1)=O (1-(4-methyl-pyridin-3-yl)-imidazolidin-2-one), BrC1=C(C(=CC=C1)Cl)F (1-bromo-3-chloro-2-fluoro-benzene), N[C@H]1[C@@H](CCCC1)N (trans-1,2-diamino cyclohexane), P(=O)([O-])([O-])[O-].[K+].[K+].[K+] (potassium phosphate). Reagents/catalysts: [Cu](I)I (copper iodide). Run in O1CCOCC1 (1,4-dioxane). The product is ClC=1C(=C(C=CC1)N1C(N(CC1)C=1C=NC=CC1C)=O)F (1-(3-Chloro-2-fluoro-phenyl)-3-(4-methyl-pyridin-3-yl)-imidazolidin-2-one). Yield: 3.1%. RXN SMILES: [CH3:1][C:2]1[CH:7]=[CH:6][N:5]=[CH:4][C:3]=1[N:8]1[CH2:12][CH2:11][NH:10][C:9]1=[O:13].Br[C:15]1[CH:20]=[CH:19][CH:18]=[C:17]([Cl:21])[C:16]=1[F:22].N[C@@H]1CCCC[C@H]1N.P([O-])([O-])([O-])=O.[K+].[K+].[K+]>[Cu](I)I.O1CCOCC1>[Cl:21][C:17]1[C:16]([F:22])=[C:15]([N:10]2[CH2:11][CH2:12][N:8]([C:3]3[CH:4]=[N:5][CH:6]=[CH:7][C:2]=3[CH3:1])[C:9]2=[O:13])[CH:20]=[CH:19][CH:18]=1 |f:3.4.5.6|. Procedure details: Using the same reaction conditions as described in Example 14, 1-(4-methyl-pyridin-3-yl)-imidazolidin-2-one (I-14b: 0.15 g, 0.847 mmol) was reacted with 1-bromo-3-chloro-2-fluoro-benzene (0.211 g, 1.016 mmol), 1,4-dioxane (20 mL), copper iodide (0.015 g, 0.084 mmol), trans-1,2-diamino cyclohexane (0.028 g, 0.254 mmol) and potassium phosphate (0.445 g, 2.1 mmol) to afford 8 mg of the product (0.03% yield). Reactants: C(C)OC(C(CCCC1=CC=C(C=C1)Cl)=C)=O (5-(4-chlorophenyl)-2-methylenevaleric acid ethyl ester), [OH-].[Na+] (sodium hydroxide), Cl (hydrochloric acid). The solvent is C(C)O (ethanol). Yields the product ClC1=CC=C(C=C1)CCCC(C(=O)O)=C (5-(4-Chlorophenyl)-2-methylenevaleric acid). RXN SMILES: C([O:3][C:4](=[O:17])[C:5](=[CH2:16])[CH2:6][CH2:7][CH2:8][C:9]1[CH:14]=[CH:13][C:12]([Cl:15])=[CH:11][CH:10]=1)C.[OH-].[Na+].Cl>C(O)C>[Cl:15][C:12]1[CH:11]=[CH:10][C:9]([CH2:8][CH2:7][CH2:6][C:5](=[CH2:16])[C:4]([OH:17])=[O:3])=[CH:14][CH:13]=1 |f:1.2|. Procedure: 25 g of 5-(4-chlorophenyl)-2-methylenevaleric acid ethyl ester, 100 ml of a 2 N sodium hydroxide solution and 50 ml of ethanol are stirred at 50° for 3 hours. After cooling, 100 ml of 2 N hydrochloric acid are added slowly, while cooling with ice, to the reaction mixture which is then extracted 4 times, with 50 ml of diethyl ether each time. The united organic phases are washed with water, dried over sodium sulfate and concentrated. 20.5 g of 5-(4-chlorophenyl)-2-methylenevaleric acid remain as ... The reactants are COC(=O)C(CCSC)NC(=O)c1ccc(C=O)cc1-c1ccccc1C, NCCN1CCCCC1. The product is COC(=O)C(CCSC)NC(=O)c1ccc(CNCCN2CCCCC2)cc1-c1ccccc1C. RXN SMILES: [CH3:1][O:2][C:3]([CH:4]([NH:5][C:6]([c:7]1[c:8](-[c:15]2[c:16]([CH3:21])[cH:17][cH:18][cH:19][cH:20]2)[cH:9][c:10]([CH:13]=[O:14])[cH:11][cH:12]1)=[O:22])[CH2:23][CH2:24][S:25][CH3:26])=[O:27].[NH2:28][CH2:29][CH2:30][N:31]1[CH2:32][CH2:33][CH2:34][CH2:35][CH2:36]1>>[CH3:1][O:2][C:3]([CH:4]([NH:5][C:6]([c:7]1[c:8](-[c:15]2[c:16]([CH3:21])[cH:17][cH:18][cH:19][cH:20]2)[cH:9][c:10]([CH2:13][NH:28][CH2:29][CH2:30][N:31]2[CH2:32][CH2:33][CH2:34][CH2:35][CH2:36]2)[cH:11][cH:12]1)=[O:22])[CH2:23][CH2:24][S:25][CH3:26])=[O:27]. The reactants are C(C)OC(C(CC(=C)C)(C(F)(F)F)O)=O (2-hydroxy-4-methyl-2-trifluoromethylpent-4-enoic acid ethyl ester), O1CCC2=C1C=CC=C2 (2,3-dihydrobenzofuran), [Al+3].[Cl-].[Cl-].[Cl-] (AlCl3). Solvent: ClC(C)Cl (dichloroethane). Yields the product C(C)OC(C(CC(C)(C)C1=CC=CC=2CCOC21)(C(F)(F)F)O)=O (4-(2,3-dihydrobenzofuran-7-yl)-2-hydroxy-4-methyl-2-trifluoromethylpentanoic acid ethyl ester). Isolated yield 25.8%. As a reaction SMILES: [CH2:1]([O:3][C:4](=[O:15])[C:5]([OH:14])([C:10]([F:13])([F:12])[F:11])[CH2:6][C:7]([CH3:9])=[CH2:8])[CH3:2].[O:16]1[C:20]2[CH:21]=[CH:22][CH:23]=[CH:24][C:19]=2[CH2:18][CH2:17]1.[Al+3].[Cl-].[Cl-].[Cl-]>ClC(Cl)C>[CH2:1]([O:3][C:4](=[O:15])[C:5]([OH:14])([C:10]([F:13])([F:12])[F:11])[CH2:6][C:7]([C:21]1[C:20]2[O:16][CH2:17][CH2:18][C:19]=2[CH:24]=[CH:23][CH:22]=1)([CH3:9])[CH3:8])[CH3:2] |f:2.3.4.5|. Procedure details: A solution of 2-hydroxy-4-methyl-2-trifluoromethylpent-4-enoic acid ethyl ester (100 g, 442 mmol) and 2,3-dihydrobenzofuran (57.7 g, 480 mmol) in 500 mL of dichloroethane was treated with AlCl3 (87.8 g, 660 mmol) while maintaining the internal temperature below 10° C. The reaction was allowed to warm to room temperature overnight and quenched with 1 L of cold 1 N HCl. The mixture was then extracted with three 1 L portions of ethyl acetate. The combined organic layers were washed with 1 L of satu...